This data is from the Open Reaction Database (ORD), a public repository of structured organic reaction records. The task is: describe an organic reaction: reactants, conditions, products, and yield The reactants are CCN=C=NCCCN(C)C.Cl (N-(3-dimethylaminopropyl)-N-ethylcarbodiimide hydrochloride), ice, ClC1=C(C=CC(=C1)Cl)CCNC1=CC(=NC(=N1)OC)C=1C=C(C=CC1)C1(CCOCC1)C(=O)O (4-(3-{6-[2-(2,4-dichloro-phenyl)-ethylamino]-2-methoxy-pyrimidin-4-yl}-phenyl)-tetrahydro-pyran-4-carboxylic acid), CS(=O)(=O)N (methanesulfonamide). Reagents/catalysts: CN(C1=CC=NC=C1)C (4-dimethylaminopyridine). Solvent: C(Cl)Cl (DCM). Run at time 8 hour. The product is ClC1=C(C=CC(=C1)Cl)CCNC1=CC(=NC(=N1)OC)C=1C=C(C=CC1)C1(CCOCC1)C(=O)NS(=O)(=O)C (N-[4-(3-{6-[2-(2,4-dichloro-phenyl)-ethylamino]-2-methoxy-pyrimidin-4-yl}-phenyl)-tetrahydro-pyran-4-carbonyl]-methanesulfonamide). Yield: 37.4%. As a reaction SMILES: CCN=C=NCCCN(C)C.Cl.[Cl:13][C:14]1[CH:19]=[C:18]([Cl:20])[CH:17]=[CH:16][C:15]=1[CH2:21][CH2:22][NH:23][C:24]1[N:29]=[C:28]([O:30][CH3:31])[N:27]=[C:26]([C:32]2[CH:33]=[C:34]([C:38]3([C:44](O)=[O:45])[CH2:43][CH2:42][O:41][CH2:40][CH2:39]3)[CH:35]=[CH:36][CH:37]=2)[CH:25]=1.[CH3:47][S:48]([NH2:51])(=[O:50])=[O:49]>CN(C)C1C=CN=CC=1.C(Cl)Cl>[Cl:13][C:14]1[CH:19]=[C:18]([Cl:20])[CH:17]=[CH:16][C:15]=1[CH2:21][CH2:22][NH:23][C:24]1[N:29]=[C:28]([O:30][CH3:31])[N:27]=[C:26]([C:32]2[CH:33]=[C:34]([C:38]3([C:44]([NH:51][S:48]([CH3:47])(=[O:50])=[O:49])=[O:45])[CH2:43][CH2:42][O:41][CH2:40][CH2:39]3)[CH:35]=[CH:36][CH:37]=2)[CH:25]=1 |f:0.1|. Reported procedure: N-(3-dimethylaminopropyl)-N-ethylcarbodiimide hydrochloride (60.4 mg, 0.31 mmol) is added to a stirred ice cold solution of 4-(3-{6-[2-(2,4-dichloro-phenyl)-ethylamino]-2-methoxy-pyrimidin-4-yl}-phenyl)-tetrahydro-pyran-4-carboxylic acid [150 mg, 0.3 mmol, Example 80(a)], methanesulfonamide (30 mg, 0.31 mmol) and 4-dimethylaminopyridine (38.5 mg, 0.3 mmol) in dry DCM under nitrogen and the reaction mixture is stirred overnight, while warming to room temperature. The mixture is concentrated in va...